This data is from the Open Reaction Database (ORD), a public repository of structured organic reaction records. The task is: describe an organic reaction: reactants, conditions, products, and yield Starting materials: C(C)OCCCOC1=CC=C(C=C1)C=1C=CC2=C(C=C(CCN2S(=O)(=O)C)C(=O)OC)C1 (methyl 7-[4-(3-ethoxypropoxy)phenyl]-1-methanesulfonyl-2,3-dihydro-1H-1-benzazepine-4-carboxylate), [OH-].[Na+] (sodium hydroxide). The solvent is CO (methanol), C1CCOC1 (THF). Conditions: time 8 hour. The product is C(C)OCCCOC1=CC=C(C=C1)C=1C=CC2=C(C=C(CCN2S(=O)(=O)C)C(=O)O)C1 (7-[4-(3-ethoxypropoxy)phenyl]-1-methanesulfonyl-2,3-dihydro-1H-1-benzazepine-4-carboxylic acid). The yield is 107.8%. RXN SMILES: [CH2:1]([O:3][CH2:4][CH2:5][CH2:6][O:7][C:8]1[CH:13]=[CH:12][C:11]([C:14]2[CH:15]=[CH:16][C:17]3[N:23]([S:24]([CH3:27])(=[O:26])=[O:25])[CH2:22][CH2:21][C:20]([C:28]([O:30]C)=[O:29])=[CH:19][C:18]=3[CH:32]=2)=[CH:10][CH:9]=1)[CH3:2].[OH-].[Na+]>CO.C1COCC1>[CH2:1]([O:3][CH2:4][CH2:5][CH2:6][O:7][C:8]1[CH:9]=[CH:10][C:11]([C:14]2[CH:15]=[CH:16][C:17]3[N:23]([S:24]([CH3:27])(=[O:25])=[O:26])[CH2:22][CH2:21][C:20]([C:28]([OH:30])=[O:29])=[CH:19][C:18]=3[CH:32]=2)=[CH:12][CH:13]=1)[CH3:2] |f:1.2|. Procedure details: In methanol (25 ml) and THF (25 ml) was dissolved methyl 7-[4-(3-ethoxypropoxy)phenyl]-1-methanesulfonyl-2,3-dihydro-1H-1-benzazepine-4-carboxylate (0.22 g). To the solution was added 1N sodium hydroxide solution (5 ml), and the mixture was stirred at room temperature overnight and concentrated. To the residue was added water, and the mixture was neutralized with 1N hydrochloric acid and extracted with ethyl acetate. The organic layer was washed with water and saturated brine and dried with anhy... The reactants are C(C)(=O)OCC (ethyl acetate), [H-].[Na+] (sodium hydride), CI (methyl iodide), N1=CC=C2N1CCCN2 (4,5,6,7-tetrahydropyrazolo[1,5-a]pyrimidine). Solvent: CN(C=O)C (N,N-dimethylformamide). Conditions: time 1.5 hour. Product: CN1C=2N(CCC1)N=CC2 (4-methyl-4,5,6,7-tetrahydropyrazolo[1,5-a]pyrimidine). As a reaction SMILES: [H-].[Na+].[N:3]1[N:7]2[CH2:8][CH2:9][CH2:10][NH:11][C:6]2=[CH:5][CH:4]=1.CI.[C:14](OCC)(=O)C>CN(C)C=O>[CH3:14][N:11]1[CH2:10][CH2:9][CH2:8][N:7]2[N:3]=[CH:4][CH:5]=[C:6]12 |f:0.1|. Reported procedure: To a suspension of 62% sodium hydride (1.41 g) in N,N-dimethylformamide (30 ml) was added 4,5,6,7-tetrahydropyrazolo[1,5-a]pyrimidine (4.5 g) under ice-cooling. To this solution was added dropwise methyl iodide (2.27 ml) under ice-cooling, and the mixture was stirred at the same temperature for 1.5 hours. The reaction mixture was poured into ethyl acetate (50 ml), and the resulting precipitate was filtered off. The filtrate was evaporated to give 4-methyl-4,5,6,7-tetrahydropyrazolo[1,5-a]pyrimid... The reactants are Cc1ccc(Br)cc1NC(=O)C(F)(F)F, C1CCOC1, C#C[Si](C)(C)C, [Cu]I, Cl[Pd]Cl, c1ccc(P(c2ccccc2)c2ccccc2)cc1, c1ccc(P(c2ccccc2)c2ccccc2)cc1. Product: Cc1ccc(C#C[Si](C)(C)C)cc1NC(=O)C(F)(F)F. Reaction SMILES: [Br:1][c:2]1[cH:3][cH:4][c:5]([CH3:15])[c:6]([NH:8][C:9]([C:10]([F:11])([F:12])[F:13])=[O:14])[cH:7]1.[CH2:22]1[O:23][CH2:24][CH2:25][CH2:26]1.[CH3:16][Si:17]([CH3:18])([CH3:19])[C:20]#[CH:21].[Cu:68][I:69].[Pd:27]([Cl:28])[Cl:29].[c:30]1([P:31]([c:32]2[cH:33][cH:34][cH:35][cH:36][cH:37]2)[c:38]2[cH:39][cH:40][cH:41][cH:42][cH:43]2)[cH:44][cH:45][cH:46][cH:47][cH:48]1.[c:49]1([P:50]([c:51]2[cH:52][cH:53][cH:54][cH:55][cH:56]2)[c:57]2[cH:58][cH:59][cH:60][cH:61][cH:62]2)[cH:63][cH:64][cH:65][cH:66][cH:67]1>>[c:2]1([C:21]#[C:20][Si:17]([CH3:16])([CH3:18])[CH3:19])[cH:3][cH:4][c:5]([CH3:15])[c:6]([NH:8][C:9]([C:10]([F:11])([F:12])[F:13])=[O:14])[cH:7]1. The reactants are C(C)OC(=O)C=1C(=C2C(=CN1)N(C(=C2)C#N)CC2=CC(=CC=C2)F)O (2-cyano-1-(3-fluoro-benzyl)-4-hydroxy-1H-pyrrolo[2,3-c]pyridine-5-carboxylic acid ethyl ester), NCC(=O)O (glycine), C[O-].[Na+].CO (NaOMe HOMe). Yields the product C(#N)C1=CC=2C(=CN=C(C2O)C(=O)NCC(=O)O)N1CC1=CC(=CC=C1)F ({[2-Cyano-1-(3-fluoro-benzyl)-4-hydroxy-1H-pyrrolo[2,3-c]pyridine-5-carbonyl]-amino}-acetic acid). RXN SMILES: C(O[C:4]([C:6]1[C:7]([OH:25])=[C:8]2[CH:14]=[C:13]([C:15]#[N:16])[N:12]([CH2:17][C:18]3[CH:23]=[CH:22][CH:21]=[C:20]([F:24])[CH:19]=3)[C:9]2=[CH:10][N:11]=1)=[O:5])C.[NH2:26][CH2:27][C:28]([OH:30])=[O:29].C[O-].[Na+].CO>>[C:15]([C:13]1[N:12]([CH2:17][C:18]2[CH:23]=[CH:22][CH:21]=[C:20]([F:24])[CH:19]=2)[C:9]2=[CH:10][N:11]=[C:6]([C:4]([NH:26][CH2:27][C:28]([OH:30])=[O:29])=[O:5])[C:7]([OH:25])=[C:8]2[CH:14]=1)#[N:16] |f:2.3.4|. Procedure: Prepared in analogy to that of Example 1(e) from 2-cyano-1-(3-fluoro-benzyl)-4-hydroxy-1H-pyrrolo[2,3-c]pyridine-5-carboxylic acid ethyl ester, glycine and NaOMe/HOMe. The title compound, ESI MS (m/z): 369 (M+H)+. As a reaction SMILES: [CH2:64]([N+:65]([CH2:66][CH2:67][CH2:68][CH3:69])([CH2:70][CH2:71][CH2:72][CH3:73])[CH2:74][CH2:75][CH2:76][CH3:77])[CH2:78][CH2:79][CH3:80].[CH2:81]1[O:82][CH2:83][CH2:84][CH2:85]1.[Cl:86][CH:87]([Cl:88])[Cl:89].[F-:63].[Zn+2:62].[c:1]1([CH3:61])[c:2](-[c:9]2[c:10]3[cH:11][cH:12][c:13]([nH:14]3)[c:15](-[c:54]3[cH:55][cH:56][c:57]([Br:60])[cH:58][cH:59]3)[c:16]3[cH:17][cH:18][c:19]([c:20](-[c:44]4[c:45]([CH3:52])[cH:46][c:47]([CH3:51])[cH:48][c:49]4[CH3:50])[c:21]4[cH:22][cH:23][c:24]([c:25](-[c:31]5[cH:32][cH:33][c:34]([C:37]#[C:38][Si:39]([CH3:40])([CH3:41])[CH3:42])[cH:35][cH:36]5)[c:26]5[cH:27][cH:28][c:29]2[n:30]5)[nH:43]4)[n:53]3)[c:3]([CH3:8])[cH:4][c:5]([CH3:7])[cH:6]1>>[Zn+2:62].[c:1]1([CH3:61])[c:2](-[c:9]2[c:10]3[cH:11][cH:12][c:13]([nH:14]3)[c:15](-[c:54]3[cH:55][cH:56][c:57]([Br:60])[cH:58][cH:59]3)[c:16]3[cH:17][cH:18][c:19]([c:20](-[c:44]4[c:45]([CH3:52])[cH:46][c:47]([CH3:51])[cH:48][c:49]4[CH3:50])[c:21]4[cH:22][cH:23][c:24]([c:25](-[c:31]5[cH:32][cH:33][c:34]([C:37]#[CH:38])[cH:35][cH:36]5)[c:26]5[cH:27][cH:28][c:29]2[n:30]5)[nH:43]4)[n:53]3)[c:3]([CH3:8])[cH:4][c:5]([CH3:7])[cH:6]1. The product is [Zn+2], C#Cc1ccc(-c2c3ccc(n3)c(-c3c(C)cc(C)cc3C)c3ccc([nH]3)c(-c3ccc(Br)cc3)c3ccc(n3)c(-c3c(C)cc(C)cc3C)c3ccc2[nH]3)cc1. Reactants: CCCC[N+](CCCC)(CCCC)CCCC, C1CCOC1, ClC(Cl)Cl, [F-], [Zn+2], Cc1cc(C)c(-c2c3ccc(n3)c(-c3ccc(C#C[Si](C)(C)C)cc3)c3ccc([nH]3)c(-c3c(C)cc(C)cc3C)c3ccc(n3)c(-c3ccc(Br)cc3)c3ccc2[nH]3)c(C)c1. As a reaction SMILES: [CH3:49][NH:50][CH2:51][C:52](=[O:53])[OH:54].[CH3:55][S:56](=[O:57])(=[O:58])[NH2:59].[CH3:61][N:62]([CH3:63])[CH:64]=[O:65].[Cu:60].[F:1][c:2]1[cH:3][c:4]2[n:5]([n:6]([CH2:25][CH2:26][CH:27]([CH3:28])[CH3:29])[c:7](=[O:24])[c:8]([C:11]3=[N:12][S:13](=[O:22])(=[O:23])[c:14]4[c:15]([cH:17][cH:18][c:19]([I:21])[cH:20]4)[NH:16]3)[c:9]2[OH:10])[cH:30]1.[K+:44].[K+:45].[K+:46].[K+:47].[K+:48].[O-:31][P:32]([O:33][P:34]([O:35][P:36]([O-:37])([O-:38])=[O:39])([O-:40])=[O:41])(=[O:42])[O-:43]>>[F:1][c:2]1[cH:3][c:4]2[n:5]([n:6]([CH2:25][CH2:26][CH:27]([CH3:28])[CH3:29])[c:7](=[O:24])[c:8]([C:11]3=[N:12][S:13](=[O:22])(=[O:23])[c:14]4[c:15]([cH:17][cH:18][c:19]([NH:59][S:56]([CH3:55])(=[O:57])=[O:58])[cH:20]4)[NH:16]3)[c:9]2[OH:10])[cH:30]1. The product is CC(C)CCn1c(=O)c(C2=NS(=O)(=O)c3cc(NS(C)(=O)=O)ccc3N2)c(O)c2cc(F)cn21. Starting materials: CNCC(=O)O, CS(N)(=O)=O, CN(C)C=O, [Cu], CC(C)CCn1c(=O)c(C2=NS(=O)(=O)c3cc(I)ccc3N2)c(O)c2cc(F)cn21, [K+], [K+], [K+], [K+], [K+], O=P([O-])([O-])OP(=O)([O-])OP(=O)([O-])[O-]. Starting materials: [OH-].[Na+] (NaOH), CN(C=O)C (dimethylformamide), BrC1=CC=C(CN2C(=NC(C2)=O)CCCC)C=C1 (1-(4-bromo-benzyl)-2-butyl-1,5-dihydroimidazol-4-one), P(=O)(Cl)(Cl)Cl (phosphorous oxychloride), ice. The solvent is C1(=CC=CC=C1)C (toluene), C1(=CC=CC=C1)C (toluene). Run at temperature 115 celsius, time 30 minute. Yields the product BrC1=CC=C(CN2C(=NC(=C2C=O)Cl)CCCC)C=C1 (3-(4-bromobenzyl)-2-butyl-5-chloro-3h-imidazole-4-carboxaldehyde). As a reaction SMILES: [Br:1][C:2]1[CH:18]=[CH:17][C:5]([CH2:6][N:7]2[CH2:11][C:10](=O)[N:9]=[C:8]2[CH2:13][CH2:14][CH2:15][CH3:16])=[CH:4][CH:3]=1.P(Cl)(Cl)([Cl:21])=O.[OH-].[Na+].CN(C)[CH:28]=[O:29]>C1(C)C=CC=CC=1>[Br:1][C:2]1[CH:18]=[CH:17][C:5]([CH2:6][N:7]2[C:11]([CH:28]=[O:29])=[C:10]([Cl:21])[N:9]=[C:8]2[CH2:13][CH2:14][CH2:15][CH3:16])=[CH:4][CH:3]=1 |f:2.3|. Reported procedure: 1.61 g of 1-(4-bromo-benzyl)-2-butyl-1,5-dihydroimidazol-4-one and 10 ml of toluene are loaded into a round-bottom flask. The mixture is cooled down to 0–5° C., then added dropwise with 1.4 ml of phosphorous oxychloride. The temperature is slowly allowed to reach 90° C. and 1.2 ml of dimethylformamide are added dropwise. The mixture is heated at 115° C. for 2 h, then cooled to room temperature and added with 50 ml of toluene, 100 g of crushed ice and 10 g of celite. Stirring is continued for 30 ... Starting materials: C(C)(C)(C)OC(=O)N1CCN(CC1)C1=C(C=C(C=C1)NC1=C(C=NC2=CC=C(N=C12)Cl)C(=O)OC)C(F)(F)F (Methyl 4-((4-(4-(tert-butoxycarbonyl)piperazin-1-yl)-3-(trifluoromethyl)phenyl)amino)-6-chloro-1,5-naphthyridine-3-carboxylate), [BH4-].[Na+] (sodium borohydride). The solvent is C(C)O (ethanol). Reaction conditions: time 18 hour. Product: ClC=1N=C2C(=C(C=NC2=CC1)CO)NC1=CC(=C(C=C1)N1CCN(CC1)C(=O)OC(C)(C)C)C(F)(F)F (tert-butyl 4-(4-((6-chloro-3-(hydroxymethyl)-1,5-naphthyridin-4-yl)amino)-2-(trifluoromethyl)phenyl)piperazine-1-carboxylate). Yield: 105.6%. Reaction SMILES: [C:1]([O:5][C:6]([N:8]1[CH2:13][CH2:12][N:11]([C:14]2[CH:19]=[CH:18][C:17]([NH:20][C:21]3[C:30]4[C:25](=[CH:26][CH:27]=[C:28]([Cl:31])[N:29]=4)[N:24]=[CH:23][C:22]=3[C:32](OC)=[O:33])=[CH:16][C:15]=2[C:36]([F:39])([F:38])[F:37])[CH2:10][CH2:9]1)=[O:7])([CH3:4])([CH3:3])[CH3:2].[BH4-].[Na+]>C(O)C>[Cl:31][C:28]1[N:29]=[C:30]2[C:25](=[CH:26][CH:27]=1)[N:24]=[CH:23][C:22]([CH2:32][OH:33])=[C:21]2[NH:20][C:17]1[CH:18]=[CH:19][C:14]([N:11]2[CH2:10][CH2:9][N:8]([C:6]([O:5][C:1]([CH3:3])([CH3:4])[CH3:2])=[O:7])[CH2:13][CH2:12]2)=[C:15]([C:36]([F:39])([F:37])[F:38])[CH:16]=1 |f:1.2|. Procedure: Methyl 4-((4-(4-(tert-butoxycarbonyl)piperazin-1-yl)-3-(trifluoromethyl)phenyl)amino)-6-chloro-1,5-naphthyridine-3-carboxylate (0.565 g, 1.0 mmol) was added to ethanol (10 mL), to the system added sodium borohydride (0.228 g, 6 mmol) in batches, stirred at room temperature for 18 h. Ethanol was removed under reduced pressure, added 10 mL of water, and extracted with 80 mL of dichloromethane. The organic layer was dried over anhydrous sodium sulfate, concentrated under reduced pressure to give 0....